Dataset: the Open Reaction Database (ORD), a public repository of structured organic reaction records. Task: describe an organic reaction: reactants, conditions, products, and yield Reactants: [OH-].[Na+] (sodium hydroxide), ClC=1C=C2C(C(NC2=CC1)=O)=O (5-chloroisatin), CC1=CC=C(C=C1)C(C)=O (p-methylacetophenone). Run in C(C)O (ethanol). The product is ClC=1C=C2C(=CC(=NC2=CC1)C1=CC=C(C=C1)C)C(=O)O (6-chloro-2-(4-methylphenyl)-4-quinolinecarboxylic acid). As a reaction SMILES: [Cl:1][C:2]1[CH:3]=[C:4]2[C:8](=[CH:9][CH:10]=1)[NH:7][C:6](=[O:11])[C:5]2=O.[OH-:13].[Na+].[CH3:15][C:16]1[CH:21]=[CH:20][C:19]([C:22](=O)[CH3:23])=[CH:18][CH:17]=1>C(O)C>[Cl:1][C:2]1[CH:3]=[C:4]2[C:8](=[CH:9][CH:10]=1)[N:7]=[C:22]([C:19]1[CH:20]=[CH:21][C:16]([CH3:15])=[CH:17][CH:18]=1)[CH:23]=[C:5]2[C:6]([OH:11])=[O:13] |f:1.2|. Procedure details: To a suspension of 18.15 g of 5-chloroisatin in 200 ml of ethanol was added 30 ml of 10N sodium hydroxide. To this mixture was added 16 ml (0.12 mol) of p-methylacetophenone, and it was stirred and heated under reflux for 3.2 hr. It was then concentrated in vacuo, and the residue was diluted to 250 ml with water. The above named acid was precipitated by the addition of acetic acid as a tan solid. Recrystallization from acetonitrile gave 31.6 g of the above-named acid as a tan solid. Product: C1(CC1)C1=NN2C(N(C=C(C2=O)C(=O)O)CCC2=CC=C(C=C2)C(F)(F)F)=C1 (2-Cyclopropyl-7-oxo-4-[2-(4-trifluoromethyl-phenyl)-ethyl]-4,7-dihydro-pyrazolo[1,5-a]-pyrimidine-6-carboxylic acid). The reactants are C(C)OC(=O)C1=CN(C=2N(C1=O)N=C(C2)C2CC2)CCC2=CC=C(C=C2)C(F)(F)F (2-cyclopropyl-7-oxo-4-[2-(4-trifluoromethyl-phenyl)-ethyl]-4,7-dihydro-pyrazolo[1,5-a]pyrimidine-6-carboxylic acid ethyl ester), Intermediate II, BrCCC1=CC=C(C=C1)C(F)(F)F (1-(2-bromo-ethyl)-4-trifluoromethyl-benzene). Procedure details: The expected compound was obtained according to general procedure G using 2-cyclopropyl-7-oxo-4-[2-(4-trifluoromethyl-phenyl)-ethyl]-4,7-dihydro-pyrazolo[1,5-a]pyrimidine-6-carboxylic acid ethyl ester. The starting material was obtained according to general procedure D using Key Intermediate II and 1-(2-bromo-ethyl)-4-trifluoromethyl-benzene. The expected compound was isolated as white powder. RXN SMILES: C([O:3][C:4]([C:6]1[C:11](=[O:12])[N:10]2[N:13]=[C:14]([CH:16]3[CH2:18][CH2:17]3)[CH:15]=[C:9]2[N:8]([CH2:19][CH2:20][C:21]2[CH:26]=[CH:25][C:24]([C:27]([F:30])([F:29])[F:28])=[CH:23][CH:22]=2)[CH:7]=1)=[O:5])C.BrCCC1C=CC(C(F)(F)F)=CC=1>>[CH:16]1([C:14]2[CH:15]=[C:9]3[N:8]([CH2:19][CH2:20][C:21]4[CH:22]=[CH:23][C:24]([C:27]([F:30])([F:29])[F:28])=[CH:25][CH:26]=4)[CH:7]=[C:6]([C:4]([OH:5])=[O:3])[C:11](=[O:12])[N:10]3[N:13]=2)[CH2:18][CH2:17]1.